This data is from the Open Reaction Database (ORD), a public repository of structured organic reaction records. The task is: describe an organic reaction: reactants, conditions, products, and yield The reactants are C1CO1, C=CCCC(C(=O)OCC)P(=O)(OCC)OCC, CCO, [H-], [Na+], c1ccccc1. Yields the product C=CCCC1(C(=O)OCC)CC1. As a reaction SMILES: [CH2:24]1[O:25][CH2:26]1.[CH2:3]([O:4][P:5]([O:6][CH2:7][CH3:8])(=[O:9])[CH:11]([C:12](=[O:13])[O:14][CH2:15][CH3:16])[CH2:17][CH2:18][CH:19]=[CH2:20])[CH3:10].[CH3:21][CH2:22][OH:23].[H-:2].[Na+:1].[cH:27]1[cH:28][cH:29][cH:30][cH:31][cH:32]1>>[C:11]1([C:12](=[O:13])[O:14][CH2:15][CH3:16])([CH2:17][CH2:18][CH:19]=[CH2:20])[CH2:21][CH2:22]1. Starting materials: CCOC(=O)COc1c(C(=O)OC)sc(-c2cccc(N)c2)c1Br, Cl, O=S(=O)(Cl)c1ccccc1, c1ccncc1. Yields the product CCOC(=O)COc1c(C(=O)OC)sc(-c2cccc(NS(=O)(=O)c3ccccc3)c2)c1Br. As a reaction SMILES: [CH3:7][O:8][C:9](=[O:10])[c:11]1[s:12][c:13](-[c:24]2[cH:25][c:26]([NH2:30])[cH:27][cH:28][cH:29]2)[c:14]([Br:23])[c:15]1[O:16][CH2:17][C:18](=[O:19])[O:20][CH2:21][CH3:22].[ClH:41].[c:31]1([S:37](=[O:38])(=[O:39])[Cl:40])[cH:32][cH:33][cH:34][cH:35][cH:36]1.[cH:1]1[cH:2][cH:3][n:4][cH:5][cH:6]1>>[CH3:7][O:8][C:9](=[O:10])[c:11]1[s:12][c:13](-[c:24]2[cH:25][c:26]([NH:30][S:37]([c:31]3[cH:32][cH:33][cH:34][cH:35][cH:36]3)(=[O:38])=[O:39])[cH:27][cH:28][cH:29]2)[c:14]([Br:23])[c:15]1[O:16][CH2:17][C:18](=[O:19])[O:20][CH2:21][CH3:22]. Reactants: ClC(Cl)(Cl)Cl, [Fe], ClSc1ccccc1, Cc1ccc(-c2cccs2)cc1. Yields the product Cc1ccc(-c2ccc(Sc3ccccc3)s2)cc1. As a reaction SMILES: [C:22]([Cl:23])([Cl:24])([Cl:25])[Cl:26].[Fe:21].[c:13]1([S:19][Cl:20])[cH:14][cH:15][cH:16][cH:17][cH:18]1.[c:1]1([CH3:12])[cH:2][cH:3][c:4](-[c:7]2[s:8][cH:9][cH:10][cH:11]2)[cH:5][cH:6]1>>[c:1]1([CH3:12])[cH:2][cH:3][c:4](-[c:7]2[s:8][c:9]([S:19][c:13]3[cH:14][cH:15][cH:16][cH:17][cH:18]3)[cH:10][cH:11]2)[cH:5][cH:6]1. Starting materials: CCN(C(C)C)C(C)C, CC(Oc1c(N)ncc2c(C3=CCNCC3)coc12)c1c(Cl)ccc(F)c1Cl, O=C(OC(Cl)(Cl)Cl)OC(Cl)(Cl)Cl, ClCCl, CC(C)(C)OC(=O)N1CCNCC1. Product: CC(Oc1c(N)ncc2c(C3=CCN(C(=O)N4CCNCC4)CC3)coc12)c1c(Cl)ccc(F)c1Cl. Reaction SMILES: [CH:41]([N:42]([CH2:43][CH3:44])[CH:45]([CH3:46])[CH3:47])([CH3:48])[CH3:49].[Cl:13][c:14]1[c:15]([CH:22]([CH3:23])[O:24][c:25]2[c:26]3[c:27]([cH:28][n:29][c:30]2[NH2:31])[c:32]([C:35]2=[CH:40][CH2:39][NH:38][CH2:37][CH2:36]2)[cH:33][o:34]3)[c:16]([Cl:21])[cH:17][cH:18][c:19]1[F:20].[Cl:1][C:2]([Cl:3])([O:4][C:5](=[O:6])[O:7][C:8]([Cl:9])([Cl:10])[Cl:11])[Cl:12].[Cl:63][CH2:64][Cl:65].[N:50]1([C:56](=[O:57])[O:58][C:59]([CH3:60])([CH3:61])[CH3:62])[CH2:51][CH2:52][NH:53][CH2:54][CH2:55]1>>[Cl:13][c:14]1[c:15]([CH:22]([CH3:23])[O:24][c:25]2[c:26]3[c:27]([cH:28][n:29][c:30]2[NH2:31])[c:32]([C:35]2=[CH:40][CH2:39][N:38]([C:56]([N:50]4[CH2:51][CH2:52][NH:53][CH2:54][CH2:55]4)=[O:57])[CH2:37][CH2:36]2)[cH:33][o:34]3)[c:16]([Cl:21])[cH:17][cH:18][c:19]1[F:20]. Starting materials: N1N=NC2=C1C=CC=C2 (1H-benzotriazole), BrC1=NC=CC=C1 (2-bromopyridine), ClC=1C=C(C=CC1C#N)C1=NN(C=C1)C[C@H](C)NC(=O)C=1N=CNC1 ((S)—N-{1-[3-(3-chloro-4-cyanophenyl)-1H-pyrazol-1-yl]propan-2-yl}-1H-imidazole-4-carboxamide), CC(C)(C)[O-].[K+] (KOt-Bu). Reagents/catalysts: [Cu]I (CuI). Run in CS(=O)C (DMSO), O (water). Reaction conditions: temperature 150 celsius, time 30 minute. Yields the product ClC=1C=C(C=CC1C#N)C1=NN(C=C1)C[C@H](C)NC(=O)C=1N=CN(C1)C1=NC=CC=C1 ((S)—N-{1-[3-(3-Chloro-4-cyanophenyl)-1H-pyrazol-1-yl]propan-2-yl}-1-(pyridin-2-yl)-1H-imidazole-4-carboxamide). As a reaction SMILES: N1C2C=CC=CC=2N=N1.Br[C:11]1[CH:16]=[CH:15][CH:14]=[CH:13][N:12]=1.[Cl:17][C:18]1[CH:19]=[C:20]([C:26]2[CH:30]=[CH:29][N:28]([CH2:31][C@@H:32]([NH:34][C:35]([C:37]3[N:38]=[CH:39][NH:40][CH:41]=3)=[O:36])[CH3:33])[N:27]=2)[CH:21]=[CH:22][C:23]=1[C:24]#[N:25].CC([O-])(C)C.[K+]>[Cu]I.O.CS(C)=O>[Cl:17][C:18]1[CH:19]=[C:20]([C:26]2[CH:30]=[CH:29][N:28]([CH2:31][C@@H:32]([NH:34][C:35]([C:37]3[N:38]=[CH:39][N:40]([C:11]4[CH:16]=[CH:15][CH:14]=[CH:13][N:12]=4)[CH:41]=3)=[O:36])[CH3:33])[N:27]=2)[CH:21]=[CH:22][C:23]=1[C:24]#[N:25] |f:3.4|. Reported procedure: A microwave oven reaction tube was charged with CuI (5.5 mg, 0.028 mmol), 1H-benzotriazole (6.7 mg, 0.056 mmol), DMSO (1 ml), 2-bromopyridine (0.054 ml, 89 mg, 0.566 mmol), (S)—N-{1-[3-(3-chloro-4-cyanophenyl)-1H-pyrazol-1-yl]propan-2-yl}-1H-imidazole-4-carboxamide (200 mg, 0.564 mmol) and KOt-Bu (89 mg, 0.789 mmol). The reaction mixture was stirred for 30 min at 150° C. in a microwave oven. Then the mixture was cooled to RT, water was added and the product was extracted into ethyl acetate. The ... The reactants are COC(=O)C=1C(=C2C=C(C(N(C2=CN1)CC1=CC=CC=C1)=O)Br)O (1-benzyl-3-bromo-5-hydroxy-2-oxo-1,2-dihydro-[1,7]naphthyridine-6-carboxylic acid methyl ester), [Br-].C(C1=CC=CC=C1)[Zn+] (benzylzinc bromide), Cl (HCl), CCOC(=O)C (EtOAc). Reagents/catalysts: C=1C=CC(=CC1)[P](C=2C=CC=CC2)(C=3C=CC=CC3)[Pd]([P](C=4C=CC=CC4)(C=5C=CC=CC5)C=6C=CC=CC6)([P](C=7C=CC=CC7)(C=8C=CC=CC8)C=9C=CC=CC9)[P](C=1C=CC=CC1)(C=1C=CC=CC1)C=1C=CC=CC1 (Pd(PPh3)4). The solvent is C1CCOC1 (THF). Yields the product COC(=O)C=1C(=C2C=C(C(N(C2=CN1)CC1=CC=CC=C1)=O)CC1=CC=CC=C1)O (1,3-Dibenzyl-5-hydroxy-2-oxo-1,2-dihydro-[1,7]naphthyridine-6-carboxylic acid methyl ester). Isolated yield 57.0%. RXN SMILES: [CH3:1][O:2][C:3]([C:5]1[C:6]([OH:24])=[C:7]2[C:12](=[CH:13][N:14]=1)[N:11]([CH2:15][C:16]1[CH:21]=[CH:20][CH:19]=[CH:18][CH:17]=1)[C:10](=[O:22])[C:9](Br)=[CH:8]2)=[O:4].[Br-].[CH2:26]([Zn+])[C:27]1[CH:32]=[CH:31][CH:30]=[CH:29][CH:28]=1.Cl.CCOC(C)=O>C1COCC1.C1C=CC([P]([Pd]([P](C2C=CC=CC=2)(C2C=CC=CC=2)C2C=CC=CC=2)([P](C2C=CC=CC=2)(C2C=CC=CC=2)C2C=CC=CC=2)[P](C2C=CC=CC=2)(C2C=CC=CC=2)C2C=CC=CC=2)(C2C=CC=CC=2)C2C=CC=CC=2)=CC=1>[CH3:1][O:2][C:3]([C:5]1[C:6]([OH:24])=[C:7]2[C:12](=[CH:13][N:14]=1)[N:11]([CH2:15][C:16]1[CH:21]=[CH:20][CH:19]=[CH:18][CH:17]=1)[C:10](=[O:22])[C:9]([CH2:26][C:27]1[CH:32]=[CH:31][CH:30]=[CH:29][CH:28]=1)=[CH:8]2)=[O:4] |f:1.2,^1:49,51,70,89|. Procedure details: A mixture of 1-benzyl-3-bromo-5-hydroxy-2-oxo-1,2-dihydro-[1,7]naphthyridine-6-carboxylic acid methyl ester (800 mg, 2.06 mmol), benzylzinc bromide (10.3 mL, 5.14 mmol, 0.5 M in THF), and Pd(PPh3)4 (238 mg, 0.206 mmol) in THF (20 mL) was refluxed under nitrogen atmosphere for 16 h. After the mixture was cooled to r.t., 1 M HCl and EtOAc were added. The aqueous layer was extracted with additional EtOAc, and the combined organic layer was dried over MgSO4. After evaporating the solvent in vacuo, t...